Dataset: the Open Reaction Database (ORD), a public repository of structured organic reaction records. Task: describe an organic reaction: reactants, conditions, products, and yield Starting materials: Br, Br, CC(=O)c1cccnc1, CC(=O)O. Product: O=C(CBr)c1cccnc1. As a reaction SMILES: [Br:1].[BrH:11].[C:2]([CH3:3])(=[O:4])[c:5]1[cH:6][n:7][cH:8][cH:9][cH:10]1.[CH3:12][C:13](=[O:14])[OH:15]>>[C:2]([CH2:3][Br:11])(=[O:4])[c:5]1[cH:6][n:7][cH:8][cH:9][cH:10]1.